Dataset: the Open Reaction Database (ORD), a public repository of structured organic reaction records. Task: describe an organic reaction: reactants, conditions, products, and yield Run at temperature 0 celsius. Solvent: C(C)OCC (diethyl ether), C(C)OCC (diethyl ether), Cl (hydrochloric acid). The yield is 45.9%. Yields the product S1C2=C(CC1)C=CC=C2 (2,3-dihydro-benzo[b]thiophene). Procedure: A suspension of 2,3-dihydro-benzo[b]thiophene 1,1-dioxide (5.06 g, 30.08 mmol) in diethyl ether (150 mL) was added to a suspension of lithium aluminum hydride (10.27 g, 270.27 mmol) in diethyl ether (150 mL) at 25° C. After this time it was heated to reflux for 4 h (caution: if heating is too rapid it can exotherm rapidly and cause loss of material through the reflux condenser). It was then cooled to 0° C. in an ice bath and water (50 mL) was added very slowly. The resulting material was dissolv... Starting materials: O (water), [H-].[Al+3].[Li+].[H-].[H-].[H-] (lithium aluminum hydride), S1(C2=C(CC1)C=CC=C2)(=O)=O (2,3-dihydro-benzo[b]thiophene 1,1-dioxide). Reaction SMILES: [S:1]1(=O)(=O)[CH2:5][CH2:4][C:3]2[CH:6]=[CH:7][CH:8]=[CH:9][C:2]1=2.[H-].[Al+3].[Li+].[H-].[H-].[H-].O>C(OCC)C.Cl>[S:1]1[CH2:5][CH2:4][C:3]2[CH:6]=[CH:7][CH:8]=[CH:9][C:2]1=2 |f:1.2.3.4.5.6|.